From a dataset of the Open Reaction Database (ORD), a public repository of structured organic reaction records. describe an organic reaction: reactants, conditions, products, and yield The reactants are Cl.C1(=CC=CC=C1)N1C(CN(CC1)CC1=CC=CC=C1)CNC1=CC=C(C=C1)NS(=O)(=O)C (N-[4-[[[1-phenyl-4-(phenylmethyl)piperazin-2-yl]methyl]amino]phenyl]methanesulfonamide, hydrochloride). The reagents and catalysts are [Pd] (palladium on activated charcoal). Product: CC#N.[NH4+].[OH-] (CH3CN NH4OH), C1(=CC=CC=C1)N1C(CNCC1)CNC1=CC=C(C=C1)NS(=O)(=O)C (N-[4-[[(1-Phenylpiperazin-2-yl)methyl]amino]phenyl]methanesulfonamide). As a reaction SMILES: Cl.[C:2]1([N:8]2[CH2:13][CH2:12][N:11](CC3C=CC=CC=3)[CH2:10][CH:9]2[CH2:21][NH:22][C:23]2[CH:28]=[CH:27][C:26]([NH:29][S:30]([CH3:33])(=[O:32])=[O:31])=[CH:25][CH:24]=2)[CH:7]=[CH:6][CH:5]=[CH:4][CH:3]=1>[Pd]>[CH3:3][C:2]#[N:8].[NH4+:8].[OH-:31].[C:2]1([N:8]2[CH2:13][CH2:12][NH:11][CH2:10][CH:9]2[CH2:21][NH:22][C:23]2[CH:28]=[CH:27][C:26]([NH:29][S:30]([CH3:33])(=[O:31])=[O:32])=[CH:25][CH:24]=2)[CH:3]=[CH:4][CH:5]=[CH:6][CH:7]=1 |f:0.1,3.4.5|. Reported procedure: In a manner similar to Example 1, react N-[4-[[[1-phenyl-4-(phenylmethyl)piperazin-2-yl]methyl]amino]phenyl]methanesulfonamide, hydrochloride (2.92 g, 6.0 mmol) with H2 over 10% palladium on activated charcoal (0.29 g). Chromatograph the residue on silica with CH2CN/NH4OH (99/1) to obtain the title compound, The reactants are F[B-](F)(F)F, O=C([O-])O, CC[O+](CC)CC, CCO, CCOC(C)=O, [Cl-], ClCCl, NC(=O)c1cc2cc(F)c(F)cc2o1, [NH4+], [Na+]. Yields the product N=C(N)c1cc2cc(F)c(F)cc2o1. Reaction SMILES: [B-:15]([F:16])([F:17])([F:18])[F:19].[C:27](=[O:28])([O-:29])[OH:30].[CH2:20]([O+:21]([CH2:22][CH3:23])[CH2:24][CH3:25])[CH3:26].[CH3:37][CH2:38][OH:39].[CH3:40][CH2:41][O:42][C:43](=[O:44])[CH3:45].[Cl-:32].[Cl:34][CH2:35][Cl:36].[F:1][c:2]1[c:3]([F:14])[cH:4][c:5]2[c:6]([cH:7][c:8]([C:10](=[O:11])[NH2:12])[o:9]2)[cH:13]1.[NH4+:33].[Na+:31]>>[F:1][c:2]1[c:3]([F:14])[cH:4][c:5]2[c:6]([cH:7][c:8]([C:10](=[NH:12])[NH2:33])[o:9]2)[cH:13]1. The reactants are CNC(=O)C=1N(C(=CC(C1OCC1=CC=CC=C1)=O)CNS(=O)(=O)C1=CC(=CC=C1)Cl)C (3-Benzyloxy-6-[(3-chloro-benzenesulfonylamino)-methyl]-1-methyl-4-oxo-1,4-dihydro-pyridine-2-carboxylic acid methylamide), C1(=CC=CC=C1)S(=O)(=O)C(C1=CC(C(=C(N1C)C(=O)O)O)=O)N (6-(benzene sulfonyl amino-methyl)-3-hydroxy-1-methyl-4-oxo-1,4-dihydro-pyridine-2-carboxylic acid). Yields the product CNC(=O)C=1N(C(=CC(C1O)=O)CNS(=O)(=O)C1=CC(=CC=C1)Cl)C (6-[(3-Chloro-benzenesulfonylamino)-methyl]-3-hydroxy-1-methyl-4-oxo-1,4-dihydro-pyridine-2-carboxylic acid methylamide). Yield: 59.6%. As a reaction SMILES: [CH3:1][NH:2][C:3]([C:5]1[N:6]([CH3:32])[C:7]([CH2:20][NH:21][S:22]([C:25]2[CH:30]=[CH:29][CH:28]=[C:27]([Cl:31])[CH:26]=2)(=[O:24])=[O:23])=[CH:8][C:9](=[O:19])[C:10]=1[O:11]CC1C=CC=CC=1)=[O:4].C1(S(C(N)C2N(C)C(C(O)=O)=C(O)C(=O)C=2)(=O)=O)C=CC=CC=1>>[CH3:1][NH:2][C:3]([C:5]1[N:6]([CH3:32])[C:7]([CH2:20][NH:21][S:22]([C:25]2[CH:30]=[CH:29][CH:28]=[C:27]([Cl:31])[CH:26]=2)(=[O:24])=[O:23])=[CH:8][C:9](=[O:19])[C:10]=1[OH:11])=[O:4]. Procedure details: 6-[(3-Chloro-benzenesulfonylamino)-methyl]-3-hydroxy-1-methyl-4-oxo-1,4-dihydro-pyridine-2-carboxylic acid methylamide (16-05) (193.0 mg, 59.40%, purified by Prep-HPLC) was synthesized as an off white solid from 3-benzyloxy-6-[(3-chloro-benzenesulfonylamino)-methyl]-1-methyl-4-oxo-1,4-dihydro-pyridine-2-carboxylic acid methylamide (15-05) (400.0 mg, 0.84 mmol) following the procedure described for 6-(benzene sulfonyl amino-methyl)-3-hydroxy-1-methyl-4-oxo-1,4-dihydro-pyridine-2-carboxylic acid (... Reactants: NC1=CC=CC=C1 (aniline), C1(=CC=C(C=C1)C1=CC=C(C=C1)O)O (4,4′-biphenol), C=O (formaldehyde), solution. The solvent is O1CCOCC1 (1,4-dioxane), O1CCOCC1 (1,4-dioxane), C(C)OCC (ethyl ether). The product is O1NCCC2=C1C=CC=C2.C2(=CC=C(C=C2)C2=CC=C(C=C2)O)O (4,4′-biphenol dihydrobenzoxazine). As a reaction SMILES: [C:1]1([OH:14])[CH:6]=[CH:5][C:4]([C:7]2[CH:12]=[CH:11][C:10]([OH:13])=[CH:9][CH:8]=2)=[CH:3][CH:2]=1.[CH2:15]=[O:16].[NH2:17]C1C=CC=CC=1>O1CCOCC1.C(OCC)C>[O:16]1[C:15]2[CH:1]=[CH:2][CH:3]=[CH:4][C:7]=2[CH2:8][CH2:9][NH:17]1.[C:10]1([OH:13])[CH:9]=[CH:8][C:7]([C:4]2[CH:5]=[CH:6][C:1]([OH:14])=[CH:2][CH:3]=2)=[CH:12][CH:11]=1 |f:5.6|. Procedure details: 27.9 g of 4,4′-biphenol and 48.6 g of aqueous formaldehyde (37%) were added into a 4-neck reactor equipped with a stirrer, temperature controller, and condenser, and then 80 ml of 1,4-dioxane was added as a solvent. The mixture was stirred at room temperature, and to the resulting solution 27.9 g aniline in 30 ml 1,4-dioxane was dripped at a rate of one drop per second while stirring. Upon completion of the dripping the solution was heated and reacted under refluxing for 10 hours. The reaction m... Starting materials: BrC=1C=CC=2N3C4=C(C=C(C=C4C2C1)O)C(C(=C3)CC=3C=NC=CC3)=O (10-bromo-2-hydroxy-5-(3-pyridylmethyl)-4H-pyrido[3,2,1-jk]carbazole-4-one), ice water, C([O-])([O-])=O.[K+].[K+] (potassium carbonate), BrCC(=O)OCC (Ethyl bromoacetate). The solvent is CS(=O)C (dimethyl sulfoxide). Conditions: time 30 minute. The product is BrC=1C=CC=2N3C4=C(C=C(C=C4C2C1)OCC(=O)OCC)C(C(=C3)CC=3C=NC=CC3)=O (10-bromo-2-ethoxycarbonylmethyloxy-5-(3-pyridylmethyl)-4H-pyrido[3,2,1-jk]carbazole-4-one). Yield: 53.0%. As a reaction SMILES: [Br:1][C:2]1[CH:3]=[CH:4][C:5]2[N:6]3[CH:18]=[C:17]([CH2:19][C:20]4[CH:21]=[N:22][CH:23]=[CH:24][CH:25]=4)[C:16](=[O:26])[C:8]4[CH:9]=[C:10]([OH:15])[CH:11]=[C:12]([C:13]=2[CH:14]=1)[C:7]3=4.C(=O)([O-])[O-].[K+].[K+].Br[CH2:34][C:35]([O:37][CH2:38][CH3:39])=[O:36]>CS(C)=O>[Br:1][C:2]1[CH:3]=[CH:4][C:5]2[N:6]3[CH:18]=[C:17]([CH2:19][C:20]4[CH:21]=[N:22][CH:23]=[CH:24][CH:25]=4)[C:16](=[O:26])[C:8]4[CH:9]=[C:10]([O:15][CH2:34][C:35]([O:37][CH2:38][CH3:39])=[O:36])[CH:11]=[C:12]([C:13]=2[CH:14]=1)[C:7]3=4 |f:1.2.3|. Procedure: 10-bromo-2-hydroxy-5-(3-pyridylmethyl)-4H-pyrido[3,2,1-jk]carbazole-4-one (13.9 g) obtained in Example 2 was suspended in dimethyl sulfoxide (500 ml), and to the suspension was added potassium carbonate (9.5 g), and the mixture was stirred at room temperature for 30 minutes. Ethyl bromoacetate (4.2 ml) was added, and the mixture was stirred at room temperature for 12 hours. The reaction mixture was poured into ice water (500 ml) and precipitated crystals were recovered by filtration. The thus ob... Starting materials: Cc1ccccc1CCCN1CC(C)NCC1C, c1ccccc1, O=C(Cl)c1ccco1. The product is Cc1ccccc1CCCN1CC(C)N(C(=O)c2ccco2)CC1C, Cl. RXN SMILES: [CH3:1][c:2]1[c:3]([CH2:8][CH2:9][CH2:10][N:11]2[CH:12]([CH3:18])[CH2:13][NH:14][CH:15]([CH3:17])[CH2:16]2)[cH:4][cH:5][cH:6][cH:7]1.[cH:27]1[cH:28][cH:29][cH:30][cH:31][cH:32]1.[o:19]1[c:20]([C:24](=[O:25])[Cl:26])[cH:21][cH:22][cH:23]1>>[CH3:1][c:2]1[c:3]([CH2:8][CH2:9][CH2:10][N:11]2[CH:12]([CH3:18])[CH2:13][N:14]([C:24]([c:20]3[o:19][cH:23][cH:22][cH:21]3)=[O:25])[CH:15]([CH3:17])[CH2:16]2)[cH:4][cH:5][cH:6][cH:7]1.[ClH:26]. The reactants are CC(C)OC(=NC#N)c1cccnc1, CO, NCCc1ccccc1Cl. Yields the product N#CNC(=NCCc1ccccc1Cl)c1cccnc1. Reaction SMILES: [C:1](#[N:2])[N:3]=[C:4]([O:5][CH:6]([CH3:7])[CH3:8])[c:9]1[cH:10][n:11][cH:12][cH:13][cH:14]1.[CH3:25][OH:26].[Cl:15][c:16]1[c:17]([CH2:22][CH2:23][NH2:24])[cH:18][cH:19][cH:20][cH:21]1>>[C:1](#[N:2])[NH:3][C:4]([c:9]1[cH:10][n:11][cH:12][cH:13][cH:14]1)=[N:24][CH2:23][CH2:22][c:17]1[c:16]([Cl:15])[cH:21][cH:20][cH:19][cH:18]1. Starting materials: ClC=1C=C(C=CC1)CCCN(C(NC=1SC(=CN1)SCC(=O)O)=O)[C@@H]1CC[C@H](CC1)C ({2-[-3-[3-(3-chloro-phenyl)-propyl]-3-(trans-4-methyl-cyclohexy)-ureido]-thiazol-5-ylsulfanyl}-acetic acid), N1C=C(C2=CC=CC=C12)CCCC(=O)O (4-(1H-indol-3-yl)-butyric acid), C(C)OC(CSC1=CN=C(S1)N)=O ((2-aminothiazol-5-ylsulfanyl)acetic acid ethyl ester). Product: N1C=C(C2=CC=CC=C12)CCCCN(C(NC=1SC(=CN1)SCC(=O)O)=O)[C@@H]1CC[C@H](CC1)C ({2-[3-[4-(1H-Indol-3-yl)-butyl]-3-(trans-4-methyl-cyclohexyl)-ureido]-thiazol-5-ylsulfanyl}-acetic acid). As a reaction SMILES: Cl[C:2]1[CH:3]=[C:4]([CH2:8][CH2:9][CH2:10][N:11]([C@H:25]2[CH2:30][CH2:29][C@H:28]([CH3:31])[CH2:27][CH2:26]2)[C:12](=[O:24])[NH:13][C:14]2[S:15][C:16]([S:19][CH2:20][C:21]([OH:23])=[O:22])=[CH:17][N:18]=2)[CH:5]=[CH:6][CH:7]=1.[NH:32]1[C:40]2C(=CC=CC=2)[C:34](CCCC(O)=O)=[CH:33]1.C(OC(=O)CSC1SC(N)=NC=1)C>>[NH:32]1[C:33]2[C:2](=[CH:7][CH:6]=[CH:5][CH:34]=2)[C:3]([CH2:4][CH2:8][CH2:9][CH2:10][N:11]([C@H:25]2[CH2:30][CH2:29][C@H:28]([CH3:31])[CH2:27][CH2:26]2)[C:12](=[O:24])[NH:13][C:14]2[S:15][C:16]([S:19][CH2:20][C:21]([OH:23])=[O:22])=[CH:17][N:18]=2)=[CH:40]1. Reported procedure: The compound was prepared following an analogous procedure to the one described for the synthesis of {2-[-3-[3-(3-chloro-phenyl)-propyl]-3-(trans-4-methyl-cyclohexy)-ureido]-thiazol-5-ylsulfanyl}-acetic acid using 4-(1H-indol-3-yl)-butyric acid and (2-aminothiazol-5-ylsulfanyl)acetic acid ethyl ester. The reactants are CN1C(=O)C(C)(C)c2cnc(N3CCN(Cc4ccccc4)CC3)nc21, CCO, [H][H]. Yields the product CN1C(=O)C(C)(C)c2cnc(N3CCNCC3)nc21. Reaction SMILES: [CH2:1]([c:2]1[cH:3][cH:4][cH:5][cH:6][cH:7]1)[N:8]1[CH2:9][CH2:10][N:11]([c:14]2[n:15][cH:16][c:17]3[c:18]([n:19]2)[N:20]([CH3:26])[C:21](=[O:25])[C:22]3([CH3:23])[CH3:24])[CH2:12][CH2:13]1.[CH3:29][CH2:30][OH:31].[H:27][H:28]>>[NH:8]1[CH2:9][CH2:10][N:11]([c:14]2[n:15][cH:16][c:17]3[c:18]([n:19]2)[N:20]([CH3:26])[C:21](=[O:25])[C:22]3([CH3:23])[CH3:24])[CH2:12][CH2:13]1. Reactants: C(C#C)N1CCOCC1 (4-prop-2-ynyl-morpholine), COC(COC1=C(C=C(C=C1)OCC#CC1=CC(=CC(=C1)Br)Br)C)=O ({4-[3-(3,5-dibromo-phenyl)-prop-2-ynyloxy]-2-methyl-phenoxy}-acetic acid methyl ester), COC(COC1=C(C=C(C=C1)OCC#CC1=CC(=CC(=C1)Br)Br)C)=O ({4-[3-(3,5-dibromo-phenyl)-prop-2-ynyloxy]-2-methyl-phenoxy}-acetic acid methyl ester). Reagents/catalysts: Cl[Pd]([P](C1=CC=CC=C1)(C2=CC=CC=C2)C3=CC=CC=C3)([P](C4=CC=CC=C4)(C5=CC=CC=C5)C6=CC=CC=C6)Cl (Pd(PPh3)2Cl2), [Cu]I (CuI). The solvent is CN(C)C=O (DMF), C(C)N(CC)CC (triethylamine). Run at temperature 60 celsius. Yields the product COC(COC1=C(C=C(C=C1)OCC#CC1=CC(=CC(=C1)C#CCN1CCOCC1)Br)C)=O ((4-{3-[3-bromo-5-(3-morpholin-4-yl-prop-1-ynyl)-phenyl]-prop-2-ynyloxy}-2-methylphenoxy)-acetic acid methyl ester). RXN SMILES: [CH2:1]([N:4]1[CH2:9][CH2:8][O:7][CH2:6][CH2:5]1)[C:2]#[CH:3].[CH3:10][O:11][C:12](=[O:34])[CH2:13][O:14][C:15]1[CH:20]=[CH:19][C:18]([O:21][CH2:22][C:23]#[C:24][C:25]2[CH:30]=[C:29]([Br:31])[CH:28]=[C:27](Br)[CH:26]=2)=[CH:17][C:16]=1[CH3:33]>CN(C=O)C.C(N(CC)CC)C.Cl[Pd](Cl)([P](C1C=CC=CC=1)(C1C=CC=CC=1)C1C=CC=CC=1)[P](C1C=CC=CC=1)(C1C=CC=CC=1)C1C=CC=CC=1.[Cu]I>[CH3:10][O:11][C:12](=[O:34])[CH2:13][O:14][C:15]1[CH:20]=[CH:19][C:18]([O:21][CH2:22][C:23]#[C:24][C:25]2[CH:26]=[C:27]([C:3]#[C:2][CH2:1][N:4]3[CH2:9][CH2:8][O:7][CH2:6][CH2:5]3)[CH:28]=[C:29]([Br:31])[CH:30]=2)=[CH:17][C:16]=1[CH3:33] |^1:49,68|. Reported procedure: A mixture of 4-prop-2-ynyl-morpholine (330 mg, 2.64 mmol), {4-[3-(3,5-dibromophenyl)-prop-2-ynyloxy]-2-methyl-phenoxy}-acetic acid methyl ester (206 mg, 0.44 mmol, intermediate 2), Pd(PPh3)2Cl2 (50 mg, 0.044 mmol), CuI (23 mg, 0.123 mmol) in dry DMF (2 ml) and triethylamine (2 ml) was heated in a microwave own for 30 min at 60° C. in a sealed tube. The reaction mixture was filtered through Decalite and the filtrate was evaporated. The residue was purified on column chromatography using methylene...